From a dataset of the Open Reaction Database (ORD), a public repository of structured organic reaction records. describe an organic reaction: reactants, conditions, products, and yield The reactants are CS(=O)(=O)c1ccc(C(CC2CCC(OC3CCCCO3)C2)C(=O)Nc2nccs2)cc1, CCO, Cc1ccc(S(=O)(=O)[O-])cc1, c1cc[nH+]cc1. The product is CS(=O)(=O)c1ccc(C(CC2CCC(O)C2)C(=O)Nc2nccs2)cc1. RXN SMILES: [CH3:1][S:2](=[O:3])(=[O:4])[c:5]1[cH:6][cH:7][c:8]([CH:11]([C:12](=[O:13])[NH:14][c:15]2[s:16][cH:17][cH:18][n:19]2)[CH2:20][CH:21]2[CH2:22][CH:23]([O:26][CH:27]3[CH2:28][CH2:29][CH2:30][CH2:31][O:32]3)[CH2:24][CH2:25]2)[cH:9][cH:10]1.[CH3:50][CH2:51][OH:52].[c:33]1([CH3:34])[cH:35][cH:36][c:37]([S:38]([O-:39])(=[O:40])=[O:41])[cH:42][cH:43]1.[nH+:44]1[cH:45][cH:46][cH:47][cH:48][cH:49]1>>[CH3:1][S:2](=[O:3])(=[O:4])[c:5]1[cH:6][cH:7][c:8]([CH:11]([C:12](=[O:13])[NH:14][c:15]2[s:16][cH:17][cH:18][n:19]2)[CH2:20][CH:21]2[CH2:22][CH:23]([OH:26])[CH2:24][CH2:25]2)[cH:9][cH:10]1. Reactants: COCOc1cc(Br)cnc1Cl, CC(C)(C)OC(=O)N1CC2CC1CN2. Product: COCOc1cc(N2CC3CC2CN3C(=O)OC(C)(C)C)cnc1Cl. RXN SMILES: [Br:15][c:16]1[cH:17][c:18]([O:23][CH2:24][O:25][CH3:26])[c:19]([Cl:22])[n:20][cH:21]1.[CH:1]12[N:2]([C:8](=[O:9])[O:10][C:11]([CH3:12])([CH3:13])[CH3:14])[CH2:3][CH:4]([NH:5][CH2:6]1)[CH2:7]2>>[CH:1]12[N:2]([C:8](=[O:9])[O:10][C:11]([CH3:12])([CH3:13])[CH3:14])[CH2:3][CH:4]([N:5]([c:16]3[cH:17][c:18]([O:23][CH2:24][O:25][CH3:26])[c:19]([Cl:22])[n:20][cH:21]3)[CH2:6]1)[CH2:7]2. Starting materials: C=CC1=CC=CC=C1.C=CC1=CC=C(C=C1)C=C.C1=CC=C(C=C1)CCl (Merrifield's peptide resin), C(Cl)Cl (CH2Cl2), C(CCCCCCC)P(CCCCCCCC)CCCCCCCC (tri-n-octylphosphine). The solvent is CN(C)C=O (DMF). Product: [Cl-].C(CCCCCCC)[PH+](CCCCCCCC)CCCCCCCC (trioctylphosphonium chloride). As a reaction SMILES: C=CC1C=CC=CC=1.C=CC1C=CC(C=C)=CC=1.C1C=CC(C[Cl:26])=CC=1.C(Cl)Cl.[CH2:30]([P:38]([CH2:47][CH2:48][CH2:49][CH2:50][CH2:51][CH2:52][CH2:53][CH3:54])[CH2:39][CH2:40][CH2:41][CH2:42][CH2:43][CH2:44][CH2:45][CH3:46])[CH2:31][CH2:32][CH2:33][CH2:34][CH2:35][CH2:36][CH3:37]>CN(C=O)C>[Cl-:26].[CH2:47]([PH+:38]([CH2:30][CH2:31][CH2:32][CH2:33][CH2:34][CH2:35][CH2:36][CH3:37])[CH2:39][CH2:40][CH2:41][CH2:42][CH2:43][CH2:44][CH2:45][CH3:46])[CH2:48][CH2:49][CH2:50][CH2:51][CH2:52][CH2:53][CH3:54] |f:0.1.2,6.7|. Procedure: Merrifield's peptide resin (Aldrich, 1.1 meq/g of Cl), 20.0 g was stirred in a solution of 100 mL of CH2Cl2 and 100 mL of dry DMF with 92.4 g of tri-n-octylphosphine under argon. The slurry was filtered and the beads washed with 3×200 mL of CH2Cl2. The product was dried in the air and then under vacuum to produce 21.2 g of trioctylphosphonium chloride substituted polymer. Reactants: FC(F)(F)c1cnn2c(Br)cnc2n1, C1CCOC1, Cn1ccc(-c2cccc(B3OCC(C)(C)CO3)c2)n1, [Na+], [Na+], O=C([O-])[O-], c1ccc(P(c2ccccc2)(c2ccccc2)[Pd](P(c2ccccc2)(c2ccccc2)c2ccccc2)(P(c2ccccc2)(c2ccccc2)c2ccccc2)P(c2ccccc2)(c2ccccc2)c2ccccc2)cc1. Yields the product Cn1ccc(-c2cccc(-c3cnc4nc(C(F)(F)F)cnn34)c2)n1. RXN SMILES: [Br:21][c:22]1[cH:23][n:24][c:25]2[n:26]1[n:27][cH:28][c:29]([C:31]([F:32])([F:33])[F:34])[n:30]2.[CH2:41]1[O:42][CH2:43][CH2:44][CH2:45]1.[CH3:1][C:2]1([CH3:3])[CH2:4][O:5][B:6]([c:8]2[cH:9][c:10](-[c:14]3[n:15][n:16]([CH3:19])[cH:17][cH:18]3)[cH:11][cH:12][cH:13]2)[O:7][CH2:20]1.[Na+:35].[Na+:36].[O-:37][C:38](=[O:39])[O-:40].[cH:46]1[cH:47][cH:48][c:49]([P:50]([Pd:51]([P:52]([c:53]2[cH:54][cH:55][cH:56][cH:57][cH:58]2)([c:59]2[cH:60][cH:61][cH:62][cH:63][cH:64]2)[c:65]2[cH:66][cH:67][cH:68][cH:69][cH:70]2)([P:71]([c:72]2[cH:73][cH:74][cH:75][cH:76][cH:77]2)([c:78]2[cH:79][cH:80][cH:81][cH:82][cH:83]2)[c:84]2[cH:85][cH:86][cH:87][cH:88][cH:89]2)[P:90]([c:91]2[cH:92][cH:93][cH:94][cH:95][cH:96]2)([c:97]2[cH:98][cH:99][cH:100][cH:101][cH:102]2)[c:103]2[cH:104][cH:105][cH:106][cH:107][cH:108]2)([c:109]2[cH:110][cH:111][cH:112][cH:113][cH:114]2)[c:115]2[cH:116][cH:117][cH:118][cH:119][cH:120]2)[cH:121][cH:122]1>>[c:8]1(-[c:22]2[cH:23][n:24][c:25]3[n:26]2[n:27][cH:28][c:29]([C:31]([F:32])([F:33])[F:34])[n:30]3)[cH:9][c:10](-[c:14]2[n:15][n:16]([CH3:19])[cH:17][cH:18]2)[cH:11][cH:12][cH:13]1. Reactants: NC[C@@H]1N(CC[C@H]1C=1C(=CC(=C2C(C=C(OC12)C1=C(C=CC=C1)Cl)=O)OC)OC)C ((±)-trans-8-(2-Aminomethyl-1-methyl-pyrrolidin-3-yl)-2-(2-chloro-phenyl)-5,7-dimethoxy-chromen-4-one), Cl.N1=CC=CC=C1 (pyridine hydrochloride). The product is NC[C@@H]1N(CC[C@H]1C=1C(=CC(=C2C(C=C(OC12)C1=C(C=CC=C1)Cl)=O)O)O)C ((±)-trans-8-(2-Aminomethyl-1-methyl-pyrrolidin-3-yl)-2-(2-chloro-phenyl)-5,7-dihydroxy-chromen-4-one). As a reaction SMILES: [NH2:1][CH2:2][C@H:3]1[C@H:7]([C:8]2[C:9]([O:28]C)=[CH:10][C:11]([O:26]C)=[C:12]3[C:17]=2[O:16][C:15]([C:18]2[CH:23]=[CH:22][CH:21]=[CH:20][C:19]=2[Cl:24])=[CH:14][C:13]3=[O:25])[CH2:6][CH2:5][N:4]1[CH3:30].Cl.N1C=CC=CC=1>>[NH2:1][CH2:2][C@H:3]1[C@H:7]([C:8]2[C:9]([OH:28])=[CH:10][C:11]([OH:26])=[C:12]3[C:17]=2[O:16][C:15]([C:18]2[CH:23]=[CH:22][CH:21]=[CH:20][C:19]=2[Cl:24])=[CH:14][C:13]3=[O:25])[CH2:6][CH2:5][N:4]1[CH3:30] |f:1.2|. Reported procedure: Compound of example 108 (0.45 g, 1.0 mmol) was demethylated using pyridine hydrochloride (5.0 g, 43.0 mmol) as described in example 17 to obtain the title compound. Starting materials: COC(C1=CC(=C(C=C1)OC)OCCCOC)=O (4-methoxy-3-(3-methoxy-propoxy)-benzoic acid methyl ester), [OH-].[Na+] (NaOH). Solvent: CO (MeOH). Product: COC1=C(C=C(C(=O)O)C=C1)OCCCOC (4-Methoxy-3-(3-methoxy-propoxy)-benzoic acid). RXN SMILES: C[O:2][C:3](=[O:18])[C:4]1[CH:9]=[CH:8][C:7]([O:10][CH3:11])=[C:6]([O:12][CH2:13][CH2:14][CH2:15][O:16][CH3:17])[CH:5]=1.[OH-].[Na+]>CO>[CH3:11][O:10][C:7]1[CH:8]=[CH:9][C:4]([C:3]([OH:18])=[O:2])=[CH:5][C:6]=1[O:12][CH2:13][CH2:14][CH2:15][O:16][CH3:17] |f:1.2|. Reported procedure: A solution of 4-methoxy-3-(3-methoxy-propoxy)-benzoic acid methyl ester (140 g, 0.55 mol) and NaOH (1N, 825 mL, 0.825 mol) in MeOH (840 mL) is stirred at RT for 18 h. After completion, the solvent is removed under reduced pressure, and the residue is diluted with water (200 mL) and extracted twice with AcOEt (250 mL). The aqueous layer is acidified by addition of aqueous HCl (2N, 470 mL) and extracted 3 times with AcOEt (1 L). The combined organic extracts are washed with brine, dried over Na2SO... The reactants are O(C1=CC=CC=C1)C=1C=C(C(=O)O)C=CC1OC (3-phenoxy-4-methoxybenzoic acid), C(C(=O)Cl)(=O)Cl (oxalyl chloride), NC1=CC=CC=C1 (aniline). Yields the product O(C1=CC=CC=C1)C=1C=C(C(=O)NC2=CC=CC=C2)C=CC1OC (3-Phenoxy-4-methoxy-N-phenyl-benzamide). Isolated yield 78.3%. RXN SMILES: [O:1]([C:8]1[CH:9]=[C:10]([CH:14]=[CH:15][C:16]=1[O:17][CH3:18])[C:11]([OH:13])=O)[C:2]1[CH:7]=[CH:6][CH:5]=[CH:4][CH:3]=1.C(Cl)(=O)C(Cl)=O.[NH2:25][C:26]1[CH:31]=[CH:30][CH:29]=[CH:28][CH:27]=1>>[O:1]([C:8]1[CH:9]=[C:10]([CH:14]=[CH:15][C:16]=1[O:17][CH3:18])[C:11]([NH:25][C:26]1[CH:31]=[CH:30][CH:29]=[CH:28][CH:27]=1)=[O:13])[C:2]1[CH:3]=[CH:4][CH:5]=[CH:6][CH:7]=1. Procedure: Prepared according to the procedure of Example 1 using 3-phenoxy-4-methoxybenzoic acid (0.3 g, 1.2 mmol), oxalyl chloride (0.19 g, 1.5 mmol), and aniline (0.22 g, 2.4 mmol) to afford the product (0.3 g); m.p. 200-201° C. after recrystallization from ethanol.